This data is from the Open Reaction Database (ORD), a public repository of structured organic reaction records. The task is: describe an organic reaction: reactants, conditions, products, and yield Starting materials: CC(C)OC1=C(OC2=C1C=CC=C2)C(=O)O (3-(1-methylethoxy)-2-benzofurancarboxylic acid), C(C(=O)Cl)(=O)Cl (oxalyl chloride), NC1=CC=CC=C1 (aniline), CN(C=O)C (dimethylformamide). Solvent: O1CCCC1 (tetrahydrofuran). Reaction conditions: time 1.75 hour. The product is ClC=1C=CC2=C(C(=C(O2)C(=O)NC2=CC=CC=C2)OC(C)C)C1 (5-chloro-3-(1-methylethoxy)-N-phenyl-2-benzofurancarboxamide). Isolated yield 84.0%. As a reaction SMILES: [CH3:1][CH:2]([O:4][C:5]1[C:9]2[CH:10]=[CH:11][CH:12]=[CH:13][C:8]=2[O:7][C:6]=1[C:14]([OH:16])=O)[CH3:3].C(Cl)(=O)C([Cl:20])=O.CN(C)C=O.[NH2:28][C:29]1[CH:34]=[CH:33][CH:32]=[CH:31][CH:30]=1>O1CCCC1>[Cl:20][C:11]1[CH:12]=[CH:13][C:8]2[O:7][C:6]([C:14]([NH:28][C:29]3[CH:34]=[CH:33][CH:32]=[CH:31][CH:30]=3)=[O:16])=[C:5]([O:4][CH:2]([CH3:1])[CH3:3])[C:9]=2[CH:10]=1. Procedure: To 3-(1-methylethoxy)-2-benzofurancarboxylic acid (200 mg, 0.91 mmol) in 7 mL of dry tetrahydrofuran is added oxalyl chloride (0.095 mL, 1.09 mmol) followed by dimethylformamide (0.02 mL). The solution is stirred at room temperature for 1.75 hours, then aniline (0.50 mL, 5.46 mmol) is added. The solution is stirred at room temperature overnight then partitioned between ethyl acetate and 1N HCl . The organic layer is washed with saturated aqueous NaHCO3 and brine. The organic layer is dried over ... The reactants are NC1=C(C=C(C=C1)Cl)C(=O)C1=CC=C(C=C1)F ((2-Amino-5-chloro-phenyl)-(4-fluoro-phenyl)-methanone), NC1=CC=C(C=C1)C (p-toluidine), FC1=C(C(=O)Cl)C(=CC=C1)F (2,6-difluorobenzoyl chloride). Yields the product NC1=C(C=C(C=C1)C)C(=O)C1=C(C=CC=C1F)F ((2-Amino-5-methyl-phenyl)-(2,6-difluoro-phenyl)-methanone). The yield is 16.0%. Reaction SMILES: NC1C=CC(Cl)=CC=1C(C1C=CC(F)=CC=1)=O.[NH2:18][C:19]1[CH:24]=[CH:23][C:22]([CH3:25])=[CH:21][CH:20]=1.[F:26][C:27]1[CH:35]=[CH:34][CH:33]=[C:32]([F:36])[C:28]=1[C:29](Cl)=[O:30]>>[NH2:18][C:19]1[CH:24]=[CH:23][C:22]([CH3:25])=[CH:21][C:20]=1[C:29]([C:28]1[C:27]([F:26])=[CH:35][CH:34]=[CH:33][C:32]=1[F:36])=[O:30]. Procedure details: In a manner similar to that described above for compound 1t, p-toluidine and 2,6-difluorobenzoyl chloride were converted to 1aj (16% yield) MS m/z=248 (M+H). Starting materials: OCC1=CC(=CC=2C=COC21)C(C)=O (1-(7-hydroxymethyl-benzofuran-5-yl)-ethanone), [N-]=[N+]=[N-].[Na+] (sodium azide), C(C)#N (acetonitrile), Cl (hydrochloric acid). The reagents and catalysts are [Ti](Cl)(Cl)(Cl)Cl (titanium tetrachloride). The product is CC1=NN=NN1C=1C=C(C2=C(C=CO2)C1)CO ([5-(5-Methyl-tetrazol-1-yl)-benzofuran-7-yl]-methanol). Reaction SMILES: [OH:1][CH2:2][C:3]1[C:11]2[O:10][CH:9]=[CH:8][C:7]=2[CH:6]=[C:5](C(=O)C)[CH:4]=1.[N-:15]=[N+:16]=[N-:17].[Na+].Cl.[C:20](#[N:22])[CH3:21]>[Ti](Cl)(Cl)(Cl)Cl>[CH3:21][C:20]1[N:22]([C:5]2[CH:4]=[C:3]([CH2:2][OH:1])[C:11]3[O:10][CH:9]=[CH:8][C:7]=3[CH:6]=2)[N:17]=[N:16][N:15]=1 |f:1.2|. Reported procedure: A solution of 1-(7-hydroxymethyl-benzofuran-5-yl)-ethanone (250 mg,) and sodium azide (0.68 g) in acetonitrile (40 ml) was treated with titanium tetrachloride (0.29 ml) and heated at reflux for 1.5 h. The reaction mixture was allowed to cool, treated with 2N hydrochloric acid (40 ml) and extracted with ethyl acetate (2×40 ml). The organic phases were dried, combined, filtered and the filtrate evaporated in vacuo to give a yellow oil. Purification by FCC eluted with hexane:ethyl acetate (1:3) gav... Reactants: COC=1C=C(C2=C(C(CO2)=O)C1)CN1CCN(CC1)C(=O)OC(C)(C)C (tert-butyl 4-((5-methoxy-3-oxo-2,3-dihydrobenzofuran-7-yl)methyl)piperazine-1-carboxylate), N1C=C(C2=CC=CC=C12)C=O (1H-indole-3-carboxaldehyde). The reagents and catalysts are N1CCCCC1 (piperidine). The solvent is CO (methanol). Run at temperature 50 celsius, time 2 hour. The product is N1C=C(C2=CC=CC=C12)\C=C\1/OC2=C(C1=O)C=C(C=C2CN2CCN(CC2)C(=O)OC(C)(C)C)OC (tert-butyl (Z)-4-({2-[(1H-indol-3-yl)methylene]-5-methoxy-3-oxo-2,3-dihydrobenzofuran-7-yl}methyl)piperazine-1-carboxylate). Isolated yield 83.6%. As a reaction SMILES: [CH3:1][O:2][C:3]1[CH:4]=[C:5]([CH2:13][N:14]2[CH2:19][CH2:18][N:17]([C:20]([O:22][C:23]([CH3:26])([CH3:25])[CH3:24])=[O:21])[CH2:16][CH2:15]2)[C:6]2[O:10][CH2:9][C:8](=[O:11])[C:7]=2[CH:12]=1.[NH:27]1[C:35]2[C:30](=[CH:31][CH:32]=[CH:33][CH:34]=2)[C:29]([CH:36]=O)=[CH:28]1>CO.N1CCCCC1>[NH:27]1[C:35]2[C:30](=[CH:31][CH:32]=[CH:33][CH:34]=2)[C:29](/[CH:36]=[C:9]2\[O:10][C:6]3[C:5]([CH2:13][N:14]4[CH2:15][CH2:16][N:17]([C:20]([O:22][C:23]([CH3:26])([CH3:25])[CH3:24])=[O:21])[CH2:18][CH2:19]4)=[CH:4][C:3]([O:2][CH3:1])=[CH:12][C:7]=3[C:8]\2=[O:11])=[CH:28]1. Procedure details: A solution of tert-butyl 4-((5-methoxy-3-oxo-2,3-dihydrobenzofuran-7-yl)methyl)piperazine-1-carboxylate (0.024 g, 0.066 mmol) in methanol (2.0 mL) was added with 1H-indole-3-carboxaldehyde (0.011 g, 0.073 mmol). Then, the mixture was added with 5 drops of piperidine, and the mixture was stirred at 50° C. for 2 hours. The solvent was evaporated under reduced pressure, and then the residue was subjected to silica gel column chromatography (aminopropyl silica was used, eluted with chloroform/methan... Starting materials: OC1CCN(CC1)C1=NC=CC=C1N1CCN(CC1)C(=O)OC(C)(C)C (t-Butyl 4-(2-(4-hydroxypiperidin-1-yl)pyridin-3-yl)piperazine-1-carboxylate), CO (methanol), Cl (HCl). The solvent is C1(=CC=CC=C1)C (toluene). Conditions: temperature 35 celsius, time 4 hour. Product: Cl.Cl.N1(CCNCC1)C=1C(=NC=CC1)N1CCC(CC1)O (1-(3-(piperazin-1-yl)pyridin-2-yl)piperidin-4-ol dihydrochloride). Isolated yield 99.5%. As a reaction SMILES: [OH:1][CH:2]1[CH2:7][CH2:6][N:5]([C:8]2[C:13]([N:14]3[CH2:19][CH2:18][N:17](C(OC(C)(C)C)=O)[CH2:16][CH2:15]3)=[CH:12][CH:11]=[CH:10][N:9]=2)[CH2:4][CH2:3]1.CO.[ClH:29]>C1(C)C=CC=CC=1>[ClH:29].[ClH:29].[N:14]1([C:13]2[C:8]([N:5]3[CH2:4][CH2:3][CH:2]([OH:1])[CH2:7][CH2:6]3)=[N:9][CH:10]=[CH:11][CH:12]=2)[CH2:15][CH2:16][NH:17][CH2:18][CH2:19]1 |f:4.5.6|. Procedure: Add t-Butyl 4-(2-(4-hydroxypiperidin-1-yl)pyridin-3-yl)piperazine-1-carboxylate (306.5 g, 0.846 mol) to a 12-liter flask, followed by methanol (613 ml) and toluene (3.06 L). Stir the mixture to give a solution and then add the methanolic HCl solution (579 mL). Heat the solution to 35° C. for 2 hr. followed by 4 hr. at ambient temperature. Filter off the resulting crystalline product, wash the crystals with toluene, and then dry in a vacuum oven at 40-45° C. to provide 1-(3-(piperazin-1-yl)pyridi... Reactants: FC1=CC=C(C=C1)CCNCC1=CC(=C(OC2=NC=C(C(=O)N)C=C2)C=C1)OC (6-(4-{[2-(4-fluorophenyl)ethylamino]methyl}-2-methoxyphenoxy)nicotinamide), CS(=O)(=O)O (methanesulfonic acid). Solvent: ClCCl.CO (dichloromethane methanol), ClCCl (dichloromethane). Product: CS(=O)(=O)O.FC1=CC=C(C=C1)CCNCC1=CC(=C(OC2=NC=C(C(=O)N)C=C2)C=C1)OC (6-(4-{[2-(4-Fluorophenyl)ethylamino]methyl}-2-methoxyphenoxy)nicotinamide methanesulfonate). Reaction SMILES: [F:1][C:2]1[CH:7]=[CH:6][C:5]([CH2:8][CH2:9][NH:10][CH2:11][C:12]2[CH:27]=[CH:26][C:15]([O:16][C:17]3[CH:25]=[CH:24][C:20]([C:21]([NH2:23])=[O:22])=[CH:19][N:18]=3)=[C:14]([O:28][CH3:29])[CH:13]=2)=[CH:4][CH:3]=1.[CH3:30][S:31]([OH:34])(=[O:33])=[O:32]>ClCCl.CO.ClCCl>[CH3:30][S:31]([OH:34])(=[O:33])=[O:32].[F:1][C:2]1[CH:3]=[CH:4][C:5]([CH2:8][CH2:9][NH:10][CH2:11][C:12]2[CH:27]=[CH:26][C:15]([O:16][C:17]3[CH:25]=[CH:24][C:20]([C:21]([NH2:23])=[O:22])=[CH:19][N:18]=3)=[C:14]([O:28][CH3:29])[CH:13]=2)=[CH:6][CH:7]=1 |f:2.3,5.6|. Procedure details: Dissolve 6-(4-{[2-(4-fluorophenyl)ethylamino]methyl}-2-methoxyphenoxy)nicotinamide (Example 430) (8.40 g, 2.12 mmol) in dichloromethane:methanol (1:1) (4.25 mL) and add 1 equivalent of 0.50 M methanesulfonic acid in dichloromethane. Stir the solution for a short time before concentrating to give the title compound (0.1.02 g): TOF MS ES+ 396.2 (M+H)+, HRMS calcd for C22H23N3O3, F 396.1723 (M+H)+, found 396.1731, time 0.39 min; HPLC [YMC-Pro pack C-18 (150×4.6 mm, S-5 microm), 0.05% TFA/acetonitri... Starting materials: ice, C1(CC1)[NH-].Cl[Mg+] (chloromagnesium cyclopropylamide), C(C1=CC=CC=C1)OC(=O)CNCCOC1=C(C=CC=C1)C1(CC1)NC=1C(N(C=C(N1)Br)C=1C=C(C(=O)OC)C=C(C1C)F)=O (methyl 3-[3-[1-[2-[2-[(benzyloxycarbonyl)methylamino]ethoxy]phenyl]cyclopropylamino]-5-bromo-2-oxo-1(2H)-pyrazinyl]-5-fluoro-4-methylbenzoate), C1(CC1)N (cyclopropylamine), C(C)(C)[Mg]Cl (isopropylmagnesium chloride), C(C)(=O)OCC (ethyl acetate). Run in C1CCOC1 (THF), C1CCOC1 (THF). Conditions: time 30 minute. Yields the product BrC1=CN(C(C(=N1)NC1(CC1)C1=C(OCCN(C(OCC2=CC=CC=C2)=O)C)C=CC=C1)=O)C1=C(C(=CC(=C1)C(NC1CC1)=O)F)C (benzyl [2-[2-[1-[[6-bromo-4-[5-(cyclopropylcarbamoyl)-3-fluoro-2-methylphenyl]-3-oxo-3,4-dihydro-2-pyrazinyl]amino]cyclopropyl]phenoxy]ethyl]methylcarbamate). As a reaction SMILES: [CH:1]1([NH2:4])[CH2:3][CH2:2]1.[CH:5]([Mg]Cl)([CH3:7])[CH3:6].[CH:10]1([NH-])[CH2:12][CH2:11]1.Cl[Mg+].C(OC([CH2:26][NH:27][CH2:28][CH2:29][O:30][C:31]1[CH:36]=[CH:35][CH:34]=[CH:33][C:32]=1[C:37]1([NH:40][C:41]2[C:42](=[O:60])[N:43]([C:48]3[CH:49]=[C:50]([CH:55]=[C:56]([F:59])[C:57]=3[CH3:58])[C:51]([O:53]C)=O)[CH:44]=[C:45]([Br:47])[N:46]=2)[CH2:39][CH2:38]1)=O)C1C=CC=CC=1.[C:61]([O:64][CH2:65]C)(=[O:63])C>C1COCC1>[Br:47][C:45]1[N:46]=[C:41]([NH:40][C:37]2([C:32]3[CH:33]=[CH:34][CH:35]=[CH:36][C:31]=3[O:30][CH2:29][CH2:28][N:27]([CH3:26])[C:61](=[O:63])[O:64][CH2:65][C:12]3[CH:10]=[CH:7][CH:5]=[CH:6][CH:11]=3)[CH2:38][CH2:39]2)[C:42](=[O:60])[N:43]([C:48]2[CH:49]=[C:50]([C:51](=[O:53])[NH:4][CH:1]3[CH2:3][CH2:2]3)[CH:55]=[C:56]([F:59])[C:57]=2[CH3:58])[CH:44]=1 |f:2.3|. Procedure details: A solution of cyclopropylamine (261.9 μL, 3.70 mmol) in dry THF (2 mL) under an inert atmosphere was chilled in an ice-water bath and freshly titrated isopropylmagnesium chloride (1.46 M in THF, 1.27 mL, 1.85 mmol) was added. A portion of this chloromagnesium cyclopropylamide solution (0.524 M in THF, 2.12 mL, 1.11 mmol) was added via syringe to a stirred solution of methyl 3-[3-[1-[2-[2-[(benzyloxycarbonyl)methylamino]ethoxy]phenyl]cyclopropylamino]-5-bromo-2-oxo-1(2H)-pyrazinyl]-5-fluoro-4-met... Reactants: NC1=C(C=C(C(=O)C2=CC=C(C=C2)Cl)C=C1Cl)Cl (4-amino-3,4',5-trichlorobenzophenone), C(C)OP(=O)(OCC)CC(=O)N1CCOCC1 (diethylphosphonoacetic acid morpholide), CC(C)([O-])C.[K+] (potassium tert.butoxide). Run in CN(C=O)C (dimethylformamide). Yields the product NC1=C(C=C(C(=CC(=O)N2CCOCC2)C2=CC=C(C=C2)Cl)C=C1Cl)Cl (4-Amino-β-(4'-chloro-phenyl)-3,5-dichloro-cinnamic acid morpholide). As a reaction SMILES: [NH2:1][C:2]1[C:16]([Cl:17])=[CH:15][C:5]([C:6]([C:8]2[CH:13]=[CH:12][C:11]([Cl:14])=[CH:10][CH:9]=2)=O)=[CH:4][C:3]=1[Cl:18].C(OP([CH2:27][C:28]([N:30]1[CH2:35][CH2:34][O:33][CH2:32][CH2:31]1)=[O:29])(OCC)=O)C.CC(C)([O-])C.[K+]>CN(C)C=O>[NH2:1][C:2]1[C:16]([Cl:17])=[CH:15][C:5]([C:6]([C:8]2[CH:13]=[CH:12][C:11]([Cl:14])=[CH:10][CH:9]=2)=[CH:27][C:28]([N:30]2[CH2:35][CH2:34][O:33][CH2:32][CH2:31]2)=[O:29])=[CH:4][C:3]=1[Cl:18] |f:2.3|. Procedure: This compound was prepared from 4-amino-3,4',5-trichlorobenzophenone, diethylphosphonoacetic acid morpholide and potassium tert.butoxide in dimethylformamide analogous to Example 4. The reactants are C=C1C(C2=CC=CC=C2CC1)=O (2-methylene-1-tetralone), [H][H] (hydrogen). Reagents/catalysts: [Pd] (Pd/C). Run in C1(=CC=CC=C1)C (toluene), C1(=CC=CC=C1)C (toluene). Conditions: temperature 110 celsius. The product is CC1=C(C2=CC=CC=C2C=C1)O (2-methyl-1-naphthol). Yield: 98.4%. As a reaction SMILES: [H][H].[CH2:3]=[C:4]1[CH2:13][CH2:12][C:11]2[C:6](=[CH:7][CH:8]=[CH:9][CH:10]=2)[C:5]1=[O:14]>C1(C)C=CC=CC=1.[Pd]>[CH3:3][C:4]1[CH:13]=[CH:12][C:11]2[C:6](=[CH:7][CH:8]=[CH:9][CH:10]=2)[C:5]=1[OH:14]. Procedure details: A 50-ml reaction vessel was charged with 20 ml of toluene and 100 mg of 5% Pd/C (dry type) and hydrogen gas was passed through the mixture at room temperature. After conducting activation for 1 hour, the atmosphere in the vessel was replaced with nitrogen and the vessel was heated to 110° C. To the mixture a solution of 1.25 g (7.9 mmoles) of 2-methylene-1-tetralone in 20 ml of toluene was added dropwise over 2 hours. After the addition, refluxing state was maintained for further 1 hour to permi... Reactants: CCOC(=O)C1CCc2[nH]c3ccc(F)cc3c2C1, Cc1ccc(S(=O)(=O)Cl)cc1, c1ccncc1. The product is Cc1ccc(S(=O)(=O)OCC2CCc3[nH]c4ccc(F)cc4c3C2)cc1. Reaction SMILES: [CH2:1]([O:2][C:4](=[O:5])[CH:6]1[CH2:7][CH2:8][c:9]2[nH:10][c:11]3[cH:12][cH:13][c:14]([F:19])[cH:15][c:16]3[c:17]2[CH2:18]1)[CH3:3].[c:20]1([CH3:30])[cH:21][cH:22][c:23]([S:26](=[O:27])(=[O:28])[Cl:29])[cH:24][cH:25]1.[cH:31]1[cH:32][cH:33][n:34][cH:35][cH:36]1>>[CH2:4]([O:5][S:26]([c:23]1[cH:22][cH:21][c:20]([CH3:30])[cH:25][cH:24]1)(=[O:27])=[O:28])[CH:6]1[CH2:7][CH2:8][c:9]2[nH:10][c:11]3[cH:12][cH:13][c:14]([F:19])[cH:15][c:16]3[c:17]2[CH2:18]1.